From a dataset of the Open Reaction Database (ORD), a public repository of structured organic reaction records. describe an organic reaction: reactants, conditions, products, and yield The reactants are C([O-])([O-])=O.[K+].[K+] (potassium carbonate), C(CC)N1C(=O)N(C=2N=C(NC2C1=O)\C=C\C1=CC=CC=C1)CCC (1,3-Dipropyl-8-(E)-styrylxanthine), CI (methyl iodide). The solvent is CN(C=O)C (N,N-dimethylformamide). Yields the product C(CC)N1C(=O)N(C=2N=C(N(C2C1=O)C)\C=C\C1=CC=CC=C1)CCC (1,3-Dipropyl-7-methyl-8-(E)-styrylxanthine). Yield: 84.2%. RXN SMILES: [CH2:1]([N:4]1[C:13](=[O:14])[C:12]2[NH:11][C:10](/[CH:15]=[CH:16]/[C:17]3[CH:22]=[CH:21][CH:20]=[CH:19][CH:18]=3)=[N:9][C:8]=2[N:7]([CH2:23][CH2:24][CH3:25])[C:5]1=[O:6])[CH2:2][CH3:3].[C:26](=O)([O-])[O-].[K+].[K+].CI>CN(C)C=O>[CH2:1]([N:4]1[C:13](=[O:14])[C:12]2[N:11]([CH3:26])[C:10](/[CH:15]=[CH:16]/[C:17]3[CH:18]=[CH:19][CH:20]=[CH:21][CH:22]=3)=[N:9][C:8]=2[N:7]([CH2:23][CH2:24][CH3:25])[C:5]1=[O:6])[CH2:2][CH3:3] |f:1.2.3|. Procedure details: Compound 1 obtained in Example 1 (2.00 g, 5.90 mmol) was dissolved in 65 ml of N,N-dimethylformamide. To the solution were added 2.04 g (14.8 mmol) of potassium carbonate and then 0.74 ml (11.8 mmol) of methyl iodide, and the mixture was stirred at 50° C. for 30 minutes. After cooling, insoluble substances were removed by filtration, and 500 ml of water was added to the filtrate. The mixture was extracted three times with chloroform, and the combined organic layers were washed twice with water a...